This data is from the Open Reaction Database (ORD), a public repository of structured organic reaction records. The task is: describe an organic reaction: reactants, conditions, products, and yield Starting materials: CC(=O)O[BH-](OC(C)=O)OC(C)=O, ClCCCl, [Na+], O=Cc1ccncc1, COc1cccc(NCc2cnc[nH]2)c1. The product is COc1cccc(N(Cc2ccncc2)Cc2cnc[nH]2)c1. Reaction SMILES: [C:24]([O:25][BH-:26]([O:27][C:28](=[O:29])[CH3:30])[O:31][C:32](=[O:33])[CH3:34])(=[O:35])[CH3:36].[Cl:38][CH2:39][CH2:40][Cl:41].[Na+:37].[n:16]1[cH:17][cH:18][c:19]([CH:22]=[O:23])[cH:20][cH:21]1.[n:1]1[cH:2][nH:3][c:4]([CH2:6][NH:7][c:8]2[cH:9][c:10]([O:14][CH3:15])[cH:11][cH:12][cH:13]2)[cH:5]1>>[n:1]1[cH:2][nH:3][c:4]([CH2:6][N:7]([c:8]2[cH:9][c:10]([O:14][CH3:15])[cH:11][cH:12][cH:13]2)[CH2:22][c:19]2[cH:18][cH:17][n:16][cH:21][cH:20]2)[cH:5]1. The reactants are Cl.S1C(=CC2=C1C=CC=C2)C=2CCNCC2 (4-(Benzothiophen-2-yl)-1,2,3,6-tetrahydropyridine hydrochloride), ClC=1C=C(CBr)C=CC1 (3-chlorobenzyl bromide). The product is S1C(=CC2=C1C=CC=C2)C=2CCN(CC2)CC2=CC(=CC=C2)Cl (4-(Benzothiophen-2-yl)-1-(3-chlorobenzyl)-1,2,3,6-tetrahydropyridine). Yield: 14.9%. Reaction SMILES: Cl.[S:2]1[C:6]2[CH:7]=[CH:8][CH:9]=[CH:10][C:5]=2[CH:4]=[C:3]1[C:11]1[CH2:12][CH2:13][NH:14][CH2:15][CH:16]=1.[Cl:17][C:18]1[CH:19]=[C:20]([CH:23]=[CH:24][CH:25]=1)[CH2:21]Br>>[S:2]1[C:6]2[CH:7]=[CH:8][CH:9]=[CH:10][C:5]=2[CH:4]=[C:3]1[C:11]1[CH2:12][CH2:13][N:14]([CH2:21][C:20]2[CH:23]=[CH:24][CH:25]=[C:18]([Cl:17])[CH:19]=2)[CH2:15][CH:16]=1 |f:0.1|. Reported procedure: 4-(Benzothiophen-2-yl)-1,2,3,6-tetrahydropyridine hydrochloride (250 mg, 0.99 mmol) was reacted with 3-chlorobenzyl bromide (0.2 ml, 1.5 mmol) as exemplified in Example 1. The crude product was triturated with methanol to give the title compound as a pale yellow solid (50 mg, 15%); (Found: C, 69.05; H, 5.03; N, 4.07. C20H18ClNS. 0.5H2O requires C, 68.85; H, 5.49; N, 4.01%). δH (CDCl3), 2.65 (2H, m, NCH2CH2), 2.73 (2H, m, NCH2CH2), 3.18 (2H, m, NCH2CH2), 3.62 (2H, s, NCH2Ar), 6.19 (1H, m, NCH2 CH... Reactants: COC(C(C1=CC(=CC(=C1)F)F)=C1CN(C1)C(C1=CC=C(C=C1)Cl)C1=CC=C(C=C1)Cl)=O (methyl{1-[bis(4-chlorophenyl)methyl]azetidin-3-ylidene}(3,5-difluorophenyl)acetate), CC(C)C[AlH]CC(C)C (DIBAL-H). Solvent: hexanes, C(Cl)Cl (CH2Cl2). Run at temperature -78 celsius, time 1 hour. The product is ClC1=CC=C(C=C1)C(N1CC(C1)=C(CO)C1=CC(=CC(=C1)F)F)C1=CC=C(C=C1)Cl (2-{1-[Bis(4-chlorophenyl)methyl]azetidin-3-ylidene}-2-(3,5-difluorophenyl)ethanol). As a reaction SMILES: C[O:2][C:3](=O)[C:4](=[C:13]1[CH2:16][N:15]([CH:17]([C:25]2[CH:30]=[CH:29][C:28]([Cl:31])=[CH:27][CH:26]=2)[C:18]2[CH:23]=[CH:22][C:21]([Cl:24])=[CH:20][CH:19]=2)[CH2:14]1)[C:5]1[CH:10]=[C:9]([F:11])[CH:8]=[C:7]([F:12])[CH:6]=1.CC(C[AlH]CC(C)C)C>C(Cl)Cl>[Cl:31][C:28]1[CH:29]=[CH:30][C:25]([CH:17]([C:18]2[CH:19]=[CH:20][C:21]([Cl:24])=[CH:22][CH:23]=2)[N:15]2[CH2:16][C:13](=[C:4]([C:5]3[CH:6]=[C:7]([F:12])[CH:8]=[C:9]([F:11])[CH:10]=3)[CH2:3][OH:2])[CH2:14]2)=[CH:26][CH:27]=1. Procedure details: To a solution of 2.11 g (4.45 mmol) of methyl{1-[bis(4-chlorophenyl)methyl]azetidin-3-ylidene}(3,5-difluorophenyl)acetate in 40 mL of hexanes and 40 mL of CH2Cl2 was added a solution of 26.7 mL (26.7 mmol) of DIBAL-H (1M solution in THF), followed by stirring for 1 h at −78° C. The reaction mixture was warmed to rt for 1.5 h, quenched by addition of 8 g of sodium sulfate decahydrate, and stirred for 1 h at rt. The quenched reaction was filtered and the organic layer was concentrated. The residue... The product is CCOc1cc(C)nc(CCl)n1. RXN SMILES: [CH3:11][CH2:12][OH:13].[Cl:1][c:2]1[n:3][c:4]([CH2:9][Cl:10])[n:5][c:6]([CH3:8])[cH:7]1.[OH2:14]>>[c:2]1([O:13][CH2:12][CH3:11])[n:3][c:4]([CH2:9][Cl:10])[n:5][c:6]([CH3:8])[cH:7]1. The reactants are CCO, Cc1cc(Cl)nc(CCl)n1, O. As a reaction SMILES: C(OC([N:8]1[CH2:13][CH2:12][CH:11]([O:14][C:15]2[CH:20]=[C:19]([F:21])[CH:18]=[CH:17][C:16]=2[F:22])[CH2:10][CH2:9]1)=O)(C)(C)C.[ClH:23].CCOCC>O1CCOCC1>[ClH:23].[F:22][C:16]1[CH:17]=[CH:18][C:19]([F:21])=[CH:20][C:15]=1[O:14][CH:11]1[CH2:10][CH2:9][NH:8][CH2:13][CH2:12]1 |f:4.5|. The reactants are C(C)(C)(C)OC(=O)N1CCC(CC1)OC1=C(C=CC(=C1)F)F (4-(2,5-difluoro-phenoxy)-piperidine-1-carboxylic acid tert-butyl ester), Cl (HCl), CCOCC (Ether). Procedure details: To a stirred solution of 2,5-difluorophenol (1.0 g, 0.0076 mole) in DMF (20 mL) was added cesium carbonate (12.4 g, 0.038 mole) followed by 4-methanesulfonyloxy-piperidine-1-carboxylic acid tert-butyl ester (2.1 g, 0.076 mole). The reaction mixture was heated at 80° C. overnight. The reaction mixture was then diluted with water and the product extracted with ethyl acetate. The ethyl acetate layer was washed with brine solution, dried over sodium sulfate, and concentrated. The resulting residue w... Product: Cl.FC1=C(OC2CCNCC2)C=C(C=C1)F (4-(2,5-difluoro-phenoxy)-piperidine hydrochloride). Run in O1CCOCC1 (dioxane). Isolated yield 65.0%.